From a dataset of the Open Reaction Database (ORD), a public repository of structured organic reaction records. describe an organic reaction: reactants, conditions, products, and yield The reactants are C(C1=CC=CC=C1)(=O)O[C@H]1[C@@H](O[C@@H]([C@H]1OC(C1=CC=CC=C1)=O)COC(C1=CC=CC=C1)=O)C=1[Se]C=C(N1)C(=O)OCC (ethyl 2-(2,3,5-tri-O-benzoyl-β-D-ribofuranosyl)selenazole-4-carboxylate), C[O-].[Na+] (sodium methoxide). Yields the product [C@@H]1([C@H](O)[C@H](O)[C@H](O1)CO)C=1[Se]C=C(N1)C(=O)OC (methyl 2-β-D-ribofuranosylselenazole-4-carboxylate). Reaction SMILES: C([O:9][C@@H:10]1[C@H:14]([O:15]C(=O)C2C=CC=CC=2)[C@@H:13]([CH2:24][O:25]C(=O)C2C=CC=CC=2)[O:12][C@H:11]1[C:34]1[Se:35][CH:36]=[C:37]([C:39]([O:41][CH2:42]C)=[O:40])[N:38]=1)(=O)C1C=CC=CC=1.C[O-].[Na+]>>[C@@H:11]1([C:34]2[Se:35][CH:36]=[C:37]([C:39]([O:41][CH3:42])=[O:40])[N:38]=2)[O:12][C@H:13]([CH2:24][OH:25])[C@@H:14]([OH:15])[C@H:10]1[OH:9] |f:1.2|. Reported procedure: reacting said ethyl 2-(2,3,5-tri-O-benzoyl-β-D-ribofuranosyl)selenazole-4-carboxylate with sodium methoxide to produce methyl 2-β-D-ribofuranosylselenazole-4-carboxylate; and Reactants: OC(C1CCC=2N(C3=CC=CC=C3C2)C1=O)C=1N=CN(C1C)C(C1=CC=CC=C1)(C1=CC=CC=C1)C1=CC=CC=C1 (8,9-dihydro-7-[(hydroxy)(5-methyl-1-trityl-1H-imidazol-4-yl)methyl]pyrido[1,2-a]indol-6(7H)-one), Cl (hydrogen chloride). The solvent is C(C)(=O)O.O (acetic acid water), CCOCC (ether), C(C)(=O)OCC (ethyl acetate). Yields the product Cl.OC(C1CCC=2N(C3=CC=CC=C3C2)C1=O)C=1N=CNC1C (8,9-dihydro-7-[(hydroxy)(5-methyl-1H-imidazol-4-yl)methyl]pyrido[1,2-a]indol-6(7H)-one hydrochloride). Reaction SMILES: [OH:1][CH:2]([C:17]1[N:18]=[CH:19][N:20](C(C2C=CC=CC=2)(C2C=CC=CC=2)C2C=CC=CC=2)[C:21]=1[CH3:22])[CH:3]1[C:15](=[O:16])[N:7]2[C:8]3[C:13]([CH:14]=[C:6]2[CH2:5][CH2:4]1)=[CH:12][CH:11]=[CH:10][CH:9]=3.[ClH:42]>C(O)(=O)C.O.C(OCC)(=O)C.CCOCC>[ClH:42].[OH:1][CH:2]([C:17]1[N:18]=[CH:19][NH:20][C:21]=1[CH3:22])[CH:3]1[C:15](=[O:16])[N:7]2[C:8]3[C:13]([CH:14]=[C:6]2[CH2:5][CH2:4]1)=[CH:12][CH:11]=[CH:10][CH:9]=3 |f:2.3,6.7|. Procedure details: A solution of 8,9-dihydro-7-[(hydroxy)(5-methyl-1-trityl-1H-imidazol-4-yl)methyl]pyrido[1,2-a]indol-6(7H)-one (1.1 g) in acetic acid-water (3:1, 48 ml) was stirred at 65° C. for 90 minutes. After evaporation of the solvent, the residue was diluted with water, neutralized with an aqueous solution of sodium hydrogencarbonate, and extracted with chloroform. The organic layer was washed with brine, dried over anhydrous magnesium sulfate, and evaporated in vacuo. The obtained amorphous powder contain... Yields the product ClC1=C(C2=C(CCN(CC2)C(C(F)(F)F)=O)C=C1)NCC1=CC=C(C=C1)C(CC(C)C)=O (7-Chloro-6-[4-(3-methyl-butyryl)-benzylamino]-3-(2,2,2-trifluoroacetyl)-2,3,4,5-tetrahydro-1H-benzo[d]azepine). Isolated yield 43.3%. Starting materials: ClC1=C(C2=C(CCN(CC2)C(C(F)(F)F)=O)C=C1)OS(=O)(=O)C(F)(F)F (7-chloro-3-(2,2,2-trifluoroacetyl)-6-trifluoromethanesulfonyloxy-2,3,4,5-tetrahydro-1H-benzo[d]azepine), CC(CC(=O)C1=CC=C(CN)C=C1)C (4-(3-methyl-butyryl)-benzylamine). Reported procedure: Use a method similar to the General Procedure 1-3, using 7-chloro-3-(2,2,2-trifluoroacetyl)-6-trifluoromethanesulfonyloxy-2,3,4,5-tetrahydro-1H-benzo[d]azepine (175 mg, 0.42 mmol) and 4-(3-methyl-butyryl)-benzylamine (160 mg, 0.8 mmol) to obtain the title compound as a yellow syrup (85 mg, 45%). MS (ES+) m/z: 467 (M+H)+. RXN SMILES: [Cl:1][C:2]1[CH:18]=[CH:17][C:5]2[CH2:6][CH2:7][N:8]([C:11](=[O:16])[C:12]([F:15])([F:14])[F:13])[CH2:9][CH2:10][C:4]=2[C:3]=1OS(C(F)(F)F)(=O)=O.[CH3:27][CH:28]([CH3:40])[CH2:29][C:30]([C:32]1[CH:39]=[CH:38][C:35]([CH2:36][NH2:37])=[CH:34][CH:33]=1)=[O:31]>>[Cl:1][C:2]1[CH:18]=[CH:17][C:5]2[CH2:6][CH2:7][N:8]([C:11](=[O:16])[C:12]([F:15])([F:14])[F:13])[CH2:9][CH2:10][C:4]=2[C:3]=1[NH:37][CH2:36][C:35]1[CH:38]=[CH:39][C:32]([C:30](=[O:31])[CH2:29][CH:28]([CH3:27])[CH3:40])=[CH:33][CH:34]=1. Starting materials: C1(=CC=CC=C1)O (phenol), C([O-])([O-])=O.[Cs+].[Cs+] (cesium carbonate), BrC1C(C2=CC(=CC=C2CC1)OC)=O (2-bromo-3,4-dihydro-7-methoxy-1(2H)-naphthalenone). Reagents/catalysts: [I-].[Cs+] (cesium iodide). The solvent is CC(=O)C (acetone). Conditions: temperature 0 celsius, time 15 hour. The product is COC1=CC=C2CCC(C(C2=C1)=O)OC1=CC=CC=C1 (3,4-Dihydro-7-methoxy-2-phenoxy-1(2H)-naphthalenone). The yield is 61.0%. RXN SMILES: [C:1]1([OH:7])[CH:6]=[CH:5][CH:4]=[CH:3][CH:2]=1.C(=O)([O-])[O-].[Cs+].[Cs+].Br[CH:15]1[CH2:24][CH2:23][C:22]2[C:17](=[CH:18][C:19]([O:25][CH3:26])=[CH:20][CH:21]=2)[C:16]1=[O:27]>CC(C)=O.[I-].[Cs+]>[CH3:26][O:25][C:19]1[CH:18]=[C:17]2[C:22]([CH2:23][CH2:24][CH:15]([O:7][C:1]3[CH:6]=[CH:5][CH:4]=[CH:3][CH:2]=3)[C:16]2=[O:27])=[CH:21][CH:20]=1 |f:1.2.3,6.7|. Reported procedure: A mixture of 2.95 g (31.4 mmol) of phenol, 25.5 g (78.2 mmol) of cesium carbonate and 320 mg (1.23 mmol) of cesium iodide in 64 ml of acetone was heated at reflux for 40 minutes and then cooled to 0° C. To this 0° C. mixture was added 8.00 g (31.4 mmol) of 2-bromo-3,4-dihydro-7-methoxy-1(2H)-naphthalenone. The resultant reaction mixture was stirred 3 hours at 0° C. and 15 hours at 25° C., then filtrated. The filtrate was evaporated to an oil which was purified via column chromatography on 400 g ...